This data is from the Open Reaction Database (ORD), a public repository of structured organic reaction records. The task is: describe an organic reaction: reactants, conditions, products, and yield Reactants: CCN(C(C)C)C(C)C, ClC(Cl)Cl, COc1cc2nccc(Oc3ccc(N)c(Cl)c3)c2cc1OC, O=C(OC(Cl)(Cl)Cl)OC(Cl)(Cl)Cl, CCc1nnc(N)s1, O. The product is CCc1nnc(NC(=O)Nc2ccc(Oc3ccnc4cc(OC)c(OC)cc34)cc2Cl)s1. RXN SMILES: [CH:24]([N:25]([CH:26]([CH3:27])[CH3:28])[CH2:29][CH3:30])([CH3:31])[CH3:32].[CH:53]([Cl:54])([Cl:55])[Cl:56].[Cl:1][c:2]1[c:3]([NH2:4])[cH:5][cH:6][c:7]([O:9][c:10]2[cH:11][cH:12][n:13][c:14]3[cH:15][c:16]([O:22][CH3:23])[c:17]([O:20][CH3:21])[cH:18][c:19]23)[cH:8]1.[Cl:33][C:34]([Cl:35])([O:36][C:37]([O:38][C:39]([Cl:40])([Cl:41])[Cl:42])=[O:43])[Cl:44].[NH2:45][c:46]1[s:47][c:48]([CH2:51][CH3:52])[n:49][n:50]1.[OH2:57]>>[Cl:1][c:2]1[c:3]([NH:4][C:37](=[O:43])[NH:45][c:46]2[s:47][c:48]([CH2:51][CH3:52])[n:49][n:50]2)[cH:5][cH:6][c:7]([O:9][c:10]2[cH:11][cH:12][n:13][c:14]3[cH:15][c:16]([O:22][CH3:23])[c:17]([O:20][CH3:21])[cH:18][c:19]23)[cH:8]1. Reactants: CC=1C=NNC1 (4-methylpyrazole), BrCC[C@](C(=O)OCC)(S(=O)(=O)C)C ((R)-ethyl 4-bromo-2-methyl-2-(methylsulfonyl)butanoate), C([O-])([O-])=O.[Cs+].[Cs+] (cesium carbonate). Run in CCOC(=O)C (EtOAc), C1CCOC1 (THF). Run at temperature 55 celsius, time 8 hour. Product: C[C@](C(=O)OCC)(CCN1N=CC(=C1)C)S(=O)(=O)C (ethyl (2R)-2-methyl-4-(4-methyl-1H-pyrazol-1-yl)-2-(methylsulfonyl)butanoate). As a reaction SMILES: [CH3:1][C:2]1[CH:3]=[N:4][NH:5][CH:6]=1.Br[CH2:8][CH2:9][C@@:10]([CH3:20])([S:16]([CH3:19])(=[O:18])=[O:17])[C:11]([O:13][CH2:14][CH3:15])=[O:12].C(=O)([O-])[O-].[Cs+].[Cs+]>C1COCC1.CCOC(C)=O>[CH3:20][C@@:10]([S:16]([CH3:19])(=[O:17])=[O:18])([CH2:9][CH2:8][N:4]1[CH:3]=[C:2]([CH3:1])[CH:6]=[N:5]1)[C:11]([O:13][CH2:14][CH3:15])=[O:12] |f:2.3.4|. Procedure: To a solution of the 4-methylpyrazole (143 mg, 1.74 mmol, 1 eq) and (R)-ethyl 4-bromo-2-methyl-2-(methylsulfonyl)butanoate (500 mg 1.74 mmol, 1 eq) in THF (10 mL) was added cesium carbonate (2.27 g, 6.96 mmol, 4 eq). The resulting suspension was heated to 55° C. and allowed to stir overnight. The reaction was then diluted with EtOAc (10 mL) and the mixture filtered through a pad of celite, which was eluted with ˜10 mL of EtOAc. The crude material was purified by flash chromatography on a 40 g si... The reactants are C(C)OC(=O)C=1N=CN(C1)C1=CC=C(C=C1)[N+](=O)[O-] (1-(4-Nitrophenyl)imidazole-4-carboxylic acid ethyl ester), [Sn](Cl)Cl (tin (II) chloride). Solvent: C(C)O (ethanol). The product is C(C)OC(=O)C=1N=CN(C1)C1=CC=C(C=C1)N (1-(4-aminophenyl)imidazole-4-carboxylic acid ethyl ester). Isolated yield 96.2%. RXN SMILES: [CH2:1]([O:3][C:4]([C:6]1[N:7]=[CH:8][N:9]([C:11]2[CH:16]=[CH:15][C:14]([N+:17]([O-])=O)=[CH:13][CH:12]=2)[CH:10]=1)=[O:5])[CH3:2].[Sn](Cl)Cl>C(O)C>[CH2:1]([O:3][C:4]([C:6]1[N:7]=[CH:8][N:9]([C:11]2[CH:12]=[CH:13][C:14]([NH2:17])=[CH:15][CH:16]=2)[CH:10]=1)=[O:5])[CH3:2]. Procedure details: A mixture of 1-(4-nitrophenyl)imidazole-4-carboxylic acid ethyl ester (see part (i)) (950 mg, 3.64 mmol) and tin (II) chloride (4.11 g, 18.2 mmol) in absolute ethanol (30 ml) was heated under reflux for 30 minutes under nitrogen. After cooling to room temperature the mixture was concentrated under reduced pressure and then partitioned between ethyl acetate (30 ml) and saturated sodium hydrogen carbonate solution (20 ml). The aqueous layer was extracted with ethyl acetate (30 ml) and the combined... Reactants: C(C)OC(=O)C1(CC1)C1=CC(=CC=C1)OCCCN(CC(C1=CC=CC=C1)C1=CC=CC=C1)CC1=C(C(=CC=C1)C(F)(F)F)Cl (1(3-{3-[2-Chloro-3-trifluoromethyl-benzyl-(2,2-diphenyl-ethyl)-amino]-propoxy}-phenyl)-cyclopropanecarboxylic acid ethyl ester), [OH-].[Li+] (lithium hydroxide), O (water). Solvent: C1CCOC1 (THF), CO (methanol). Run at time 8 hour. The product is Cl.ClC1=C(CN(CCCOC=2C=C(C=CC2)C2(CC2)C(=O)O)CC(C2=CC=CC=C2)C2=CC=CC=C2)C=CC=C1C(F)(F)F (1-(3-{3-[(2-Chloro-3-trifluoromethyl-benzyl)-(2,2-diphenyl-ethyl)-amino]-propoxy}-phenyl)-cyclopropanecarboxylic acid hydrochloride salt). The yield is 44.0%. RXN SMILES: C([O:3][C:4]([C:6]1([C:9]2[CH:14]=[CH:13][CH:12]=[C:11]([O:15][CH2:16][CH2:17][CH2:18][N:19]([CH2:34][C:35]3[CH:40]=[CH:39][CH:38]=[C:37]([C:41]([F:44])([F:43])[F:42])[C:36]=3[Cl:45])[CH2:20][CH:21]([C:28]3[CH:33]=[CH:32][CH:31]=[CH:30][CH:29]=3)[C:22]3[CH:27]=[CH:26][CH:25]=[CH:24][CH:23]=3)[CH:10]=2)[CH2:8][CH2:7]1)=[O:5])C.[OH-].[Li+].O>C1COCC1.CO>[ClH:45].[Cl:45][C:36]1[C:37]([C:41]([F:42])([F:43])[F:44])=[CH:38][CH:39]=[CH:40][C:35]=1[CH2:34][N:19]([CH2:20][CH:21]([C:22]1[CH:27]=[CH:26][CH:25]=[CH:24][CH:23]=1)[C:28]1[CH:29]=[CH:30][CH:31]=[CH:32][CH:33]=1)[CH2:18][CH2:17][CH2:16][O:15][C:11]1[CH:10]=[C:9]([C:6]2([C:4]([OH:5])=[O:3])[CH2:7][CH2:8]2)[CH:14]=[CH:13][CH:12]=1 |f:1.2,6.7|. Reported procedure: To a solution of 1(3-{3-[2-Chloro-3-trifluoromethyl-benzyl-(2,2-diphenyl-ethyl)-amino]-propoxy}-phenyl)-cyclopropanecarboxylic acid ethyl ester (65 mg, 0.12 mmol) in THF (1 ml) and methanol (4 ml) was added lithium hydroxide (2N aq., 1 ml). The reaction was stirred at RT overnight. Acidic water was added to neutralize the solution and the organic products were extracted into ethyl acetate, washed with brine, dried (MgSO4), and evaporated. The residue was purified by preparative HPLC (YMC CombiPr... As a reaction SMILES: [CH3:16][CH2:17][OH:18].[NH2:14][NH2:15].[OH2:13].[OH:1][CH2:2][c:3]1[c:4]([F:12])[c:5]([F:11])[n:6][c:7]([F:10])[c:8]1[F:9]>>[OH:1][CH2:2][c:3]1[c:4]([F:12])[c:5]([F:11])[n:6][c:7]([NH:14][NH2:15])[c:8]1[F:9]. Yields the product NNc1nc(F)c(F)c(CO)c1F. Starting materials: CCO, NN, O, OCc1c(F)c(F)nc(F)c1F. Reactants: COC(C(CO)(C)C)=O (3-hydroxy-2,2-dimethyl-propionic acid methyl ester), CC1=CC=C(C=C1)S(=O)(=O)Cl (4-methyl-benzenesulfonyl chloride). Reagents/catalysts: CN(C1=CC=NC=C1)C (4-dimethylamino pyridine). Solvent: ClCCl (dichloromethane). Reaction conditions: time 1 hour. The product is COC(C(COS(=O)(=O)C1=CC=C(C=C1)C)(C)C)=O (2,2-dimethyl-3-(toluene-4-sulfonyloxy)-propionic acid methyl ester). Isolated yield 89.2%. RXN SMILES: [CH3:1][O:2][C:3](=[O:9])[C:4]([CH3:8])([CH3:7])[CH2:5][OH:6].[CH3:10][C:11]1[CH:16]=[CH:15][C:14]([S:17](Cl)(=[O:19])=[O:18])=[CH:13][CH:12]=1>CN(C)C1C=CN=CC=1.ClCCl>[CH3:1][O:2][C:3](=[O:9])[C:4]([CH3:8])([CH3:7])[CH2:5][O:6][S:17]([C:14]1[CH:15]=[CH:16][C:11]([CH3:10])=[CH:12][CH:13]=1)(=[O:19])=[O:18]. Procedure: A mixture of 3-hydroxy-2,2-dimethyl-propionic acid methyl ester (13.2 g, 100 mmol), 4-methyl-benzenesulfonyl chloride (18.1 g, 90 mmol), 4-dimethylamino pyridine (15.9 g, 130 mmol) in dichloromethane was stirred at room temperature for 1 h. Then the mixture was washed by aqueous HCl solution (1 N), brine and dried over Na2SO4. The solvent was removed in vacuum to give title compound (23 g).